From a dataset of the Open Reaction Database (ORD), a public repository of structured organic reaction records. describe an organic reaction: reactants, conditions, products, and yield The reactants are NC(=O)OCC(NC(=O)Cn1nc(-c2ccc(Cl)cc2)n(C=CC(F)(F)F)c1=O)c1ccccc1C(F)(F)F, CO. Product: NC(=O)OCC(NC(=O)Cn1nc(-c2ccc(Cl)cc2)n(CCC(F)(F)F)c1=O)c1ccccc1C(F)(F)F. RXN SMILES: [C:1]([NH2:2])([O:3][CH2:4][CH:5]([c:6]1[c:7]([C:12]([F:13])([F:14])[F:15])[cH:8][cH:9][cH:10][cH:11]1)[NH:16][C:17]([CH2:18][n:19]1[n:20][c:21](-[c:31]2[cH:32][cH:33][c:34]([Cl:37])[cH:35][cH:36]2)[n:22]([CH:25]=[CH:26][C:27]([F:28])([F:29])[F:30])[c:23]1=[O:24])=[O:38])=[O:39].[CH3:40][OH:41]>>[C:1]([NH2:2])([O:3][CH2:4][CH:5]([c:6]1[c:7]([C:12]([F:13])([F:14])[F:15])[cH:8][cH:9][cH:10][cH:11]1)[NH:16][C:17]([CH2:18][n:19]1[n:20][c:21](-[c:31]2[cH:32][cH:33][c:34]([Cl:37])[cH:35][cH:36]2)[n:22]([CH2:25][CH2:26][C:27]([F:28])([F:29])[F:30])[c:23]1=[O:24])=[O:38])=[O:39]. Reactants: 15, FC=1C=CC2=C(N(C(N2)=O)C(=CC2=CC=CC=C2)C)C1 (6-fluoro-1,3-dihydro-1-(1-methyl-2-phenylethenyl)-2H-benzimidazol-2-one), [OH-].[Na+] (sodium hydroxide), BrCCCCl (1-bromo-3-chloropropane). Reagents/catalysts: [Cl-].C(C)[N+](CC1=CC=CC=C1)(CC)CC (N,N,N-triethylbenzenemethanaminium chloride). Solvent: O (water). Conditions: time 4 hour. The product is 20, ClCCCN1C(N(C2=C1C=CC(=C2)F)C(=CC2=CC=CC=C2)C)=O (1-(3-chloropropyl)-5-fluoro-1,3-dihydro-3-(1-methyl-2-phenylethenyl)-2H-benzimidazol-2-one). Yield: 100.0%. Reaction SMILES: [F:1][C:2]1[CH:3]=[CH:4][C:5]2[NH:9][C:8](=[O:10])[N:7]([C:11]([CH3:19])=[CH:12][C:13]3[CH:18]=[CH:17][CH:16]=[CH:15][CH:14]=3)[C:6]=2[CH:20]=1.[OH-].[Na+].Br[CH2:24][CH2:25][CH2:26][Cl:27]>[Cl-].C([N+](CC)(CC)CC1C=CC=CC=1)C.O>[Cl:27][CH2:26][CH2:25][CH2:24][N:9]1[C:5]2[CH:4]=[CH:3][C:2]([F:1])=[CH:20][C:6]=2[N:7]([C:11]([CH3:19])=[CH:12][C:13]2[CH:14]=[CH:15][CH:16]=[CH:17][CH:18]=2)[C:8]1=[O:10] |f:1.2,4.5|. Procedure details: To a stirred and hot (50° C.) mixture of 15 parts of 6-fluoro-1,3-dihydro-1-(1-methyl-2-phenylethenyl)-2H-benzimidazol-2-one, 3 parts of N,N,N-triethylbenzenemethanaminium chloride and 75 parts of a sodium hydroxide solution 60% are added dropwise 11.1 parts of 1-bromo-3-chloropropane (slightly exothermic reaction). Upon completion, stirring is continued for 4 hours at 60° C. The reaction mixture is cooled, water is added and the product is extracted with methylbenzene. The extract is dried, fil... The reactants are C1CCOC1, O=C(Cl)CCCl, Nc1cccc(-c2cc(-c3ccccc3O)nc(N)c2CO)c1, O, c1ccncc1. Product: Nc1nc(-c2ccccc2O)cc(-c2cccc(NC(=O)CCCl)c2)c1CO. As a reaction SMILES: [CH2:36]1[O:37][CH2:38][CH2:39][CH2:40]1.[Cl:30][CH2:31][CH2:32][C:33](=[O:34])[Cl:35].[NH2:1][c:2]1[c:3]([CH2:22][OH:23])[c:4](-[c:15]2[cH:16][c:17]([NH2:21])[cH:18][cH:19][cH:20]2)[cH:5][c:6](-[c:8]2[c:9]([OH:14])[cH:10][cH:11][cH:12][cH:13]2)[n:7]1.[OH2:41].[cH:24]1[cH:25][cH:26][n:27][cH:28][cH:29]1>>[NH2:1][c:2]1[c:3]([CH2:22][OH:23])[c:4](-[c:15]2[cH:16][c:17]([NH:21][C:33]([CH2:32][CH2:31][Cl:30])=[O:34])[cH:18][cH:19][cH:20]2)[cH:5][c:6](-[c:8]2[c:9]([OH:14])[cH:10][cH:11][cH:12][cH:13]2)[n:7]1. Yield: 79.0%. The reagents and catalysts are [Zn] (Zinc). The reactants are [N+](=O)([O-])C=1C(N(C(N2C1SCCC2)=O)CCC)=O (9-nitro-7-propyl-3,4-dihydro-2H,6H-pyrimido[6,1-b][1,3]thiazine-6,8(7H)-dione), C(C)(=O)O (acetic acid). Reported procedure: Zinc powder (1,21 g) was added to a solution of 9-nitro-7-propyl-3,4-dihydro-2H,6H-pyrimido[6,1-b][1,3]thiazine-6,8(7H)-dione (1 g) in acetic acid (10 ml) and the mixture was refluxed for 4 hours. An insoluble material was removed by filtration, and the filtrate was concentrated to obtain syrup. The syrup was purified by column chromatography on silica gel. The resulting crude crystals were recrystallized from methylene chloride-hexane to give colorless needles (0.83 g, 79%). The product is C(C)(=O)NC=1C(N(C(N2C1SCCC2)=O)CCC)=O (9-Acetylamino-7-propyl-3,4-dihydro-2H,6H-pyrimido[6,1-b][1,3]thiazine-6,8(7H)-dione). As a reaction SMILES: [N+:1]([C:4]1[C:5](=[O:18])[N:6]([CH2:15][CH2:16][CH3:17])[C:7](=[O:14])[N:8]2[CH2:13][CH2:12][CH2:11][S:10][C:9]=12)([O-])=O.[C:19](O)(=[O:21])[CH3:20]>[Zn]>[C:19]([NH:1][C:4]1[C:5](=[O:18])[N:6]([CH2:15][CH2:16][CH3:17])[C:7](=[O:14])[N:8]2[CH2:13][CH2:12][CH2:11][S:10][C:9]=12)(=[O:21])[CH3:20]. Starting materials: COC1=C(C(=O)N)C(=CC=C1)N1N=CN=C1 (2-methoxy-6-(1,2,4-triazol-1-yl)-benzamide), C(C)(=O)O (acetic acid). The solvent is Cl (hydrochloric acid). Product: COC1=C(C(=O)O)C(=CC=C1)N1N=CN=C1 (2-Methoxy-6-(1,2,4-triazol-1-yl)-benzoic acid). RXN SMILES: [CH3:1][O:2][C:3]1[CH:11]=[CH:10][CH:9]=[C:8]([N:12]2[CH:16]=[N:15][CH:14]=[N:13]2)[C:4]=1[C:5](N)=[O:6].C(O)(=[O:19])C>Cl>[CH3:1][O:2][C:3]1[CH:11]=[CH:10][CH:9]=[C:8]([N:12]2[CH:16]=[N:15][CH:14]=[N:13]2)[C:4]=1[C:5]([OH:19])=[O:6]. Procedure: 0.116 mol of the above crude 2-methoxy-6-(1,2,4-triazol-1-yl)-benzamide are stirred in a mixture of 120 ml of concentrated hydrochloric acid and 60 ml of glacial acetic acid for 5 h at 100° C. The mixture is evaporated down under reduced pressure and the process is repeated with the residue. After further evaporation of the mixture, the residue is dissolved in a little water and the solution is brought to pH 3 with sodium hydroxide solution. 30-40 ml of ethanol are added, after which the precipi...